From a dataset of the Open Reaction Database (ORD), a public repository of structured organic reaction records. describe an organic reaction: reactants, conditions, products, and yield Starting materials: C(C1=CC=CC=C1)NC1=NC(=C(C=C1C#N)F)NC(C)(C)C (2-benzylamino-6-t-butylamino-3-cyano-5-fluoropyridine), C(C)(=O)O (acetic acid). The reagents and catalysts are [Pd] (palladium black). The solvent is C(C)O (ethanol). Yields the product NC1=NC(=C(C=C1C#N)F)NC(C)(C)C (2-amino-6-t-butylamino-3-cyano-5-fluoropyridine). Yield: 86.0%. RXN SMILES: C([NH:8][C:9]1[C:14]([C:15]#[N:16])=[CH:13][C:12]([F:17])=[C:11]([NH:18][C:19]([CH3:22])([CH3:21])[CH3:20])[N:10]=1)C1C=CC=CC=1.C(O)(=O)C>[Pd].C(O)C>[NH2:8][C:9]1[C:14]([C:15]#[N:16])=[CH:13][C:12]([F:17])=[C:11]([NH:18][C:19]([CH3:22])([CH3:21])[CH3:20])[N:10]=1. Procedure details: To 500 mg of 2-benzylamino-6-t-butylamino-3-cyano-5-fluoropyridine were added 3 ml acetic acid and 0.5 ml ethanol, and then, 10 microspatulas of palladium black, and the mixture was stirred under hydrogen atmosphere at 60° C. for 2 days. The catalyst was removed with a membrane filter, and the solvent of the filtrate was distilled off. To the residue was added chloroform, and the mixture was washed with aqueous solution of sodium hydrogencarbonate. The organic layer was collected, dried over mag... Conditions: time 1 hour. The reactants are C1(CCCC1)OC=1C=C(C=CC1)[C@H](C)NC(OC(C)(C)C)=O ((S)-tert-butyl 1-(3-(cyclopentyloxy)phenyl)ethylcarbamate), O1CCOCC1 (dioxane), Cl (HCl). Product: C1(CCCC1)OC=1C=C(C=CC1)[C@H](C)N ((S)-1-(3-(cyclopentyloxy)phenyl)ethanamine), Cl (HCl). Reported procedure: (S)-tert-butyl 1-(3-(cyclopentyloxy)phenyl)ethylcarbamate (75.1 mg, 0.246 mmol) was dissolved in 4M HCl in dioxane (1 ml, 4.00 mmol) and the resulting mixture was allowed to sit for 1 hour, then concentrated to yield (S)-1-(3-(cyclopentyloxy)phenyl)ethanamine as an HCl salt (yield assumed quantitative). LCMS m/z 206.1 (M+H)+, Rt 0.61 min. Reaction SMILES: [CH:1]1([O:6][C:7]2[CH:8]=[C:9]([C@@H:13]([NH:15]C(=O)OC(C)(C)C)[CH3:14])[CH:10]=[CH:11][CH:12]=2)[CH2:5][CH2:4][CH2:3][CH2:2]1.O1CCOCC1.[ClH:29]>>[CH:1]1([O:6][C:7]2[CH:8]=[C:9]([C@@H:13]([NH2:15])[CH3:14])[CH:10]=[CH:11][CH:12]=2)[CH2:5][CH2:4][CH2:3][CH2:2]1.[ClH:29]. Reactants: OCC(C(=O)O)(C)C (3-hydroxy-2,2-dimethylpropionic acid), CCN=C=NCCCN(C)C.Cl (WSC hydrochloride), C=1C=CC2=C(C1)N=NN2O (HOBt), CN(C(CNC(OC(C)(C)C)=O)=O)CC1=CC(=CC=C1)C=1C=NC(=NC1)N1CCNCC1 (tert-Butyl (2-{methyl[3-(2-piperazin-1-ylpyrimidin-5-yl)benzyl]amino}-2-oxoethyl)carbamate). Run in ClC(C)Cl (dichloroethane), O (water). Conditions: temperature 60 celsius, time 6 hour. Yields the product C(=O)(O)[C@H](O)[C@@H](O)C(=O)O.OCC(C(=O)N1CCN(CC1)C1=NC=C(C=N1)C=1C=C(CN(C(CN)=O)C)C=CC1)(C)C (N-(3-{2-[4-(3-hydroxy-2,2-dimethylpropanoyl)piperazin-1-yl]pyrimidin-5-yl}benzyl)-N-methylglycinamide L-tartrate). The yield is 33.5%. RXN SMILES: [CH3:1][N:2]([CH2:14][C:15]1[CH:20]=[CH:19][CH:18]=[C:17]([C:21]2[CH:22]=[N:23][C:24]([N:27]3[CH2:32][CH2:31][NH:30][CH2:29][CH2:28]3)=[N:25][CH:26]=2)[CH:16]=1)[C:3](=[O:13])[CH2:4][NH:5][C:6](=[O:12])[O:7]C(C)(C)C.[OH:33][CH2:34][C:35]([CH3:40])([CH3:39])[C:36]([OH:38])=[O:37].CCN=C=NCCCN(C)C.Cl.C1C=CC2N([OH:62])N=NC=2C=1>ClC(Cl)C.O>[C:36]([C@@H:35]([C@H:34]([C:6]([OH:12])=[O:7])[OH:33])[OH:62])([OH:38])=[O:37].[OH:37][CH2:36][C:35]([CH3:40])([CH3:39])[C:34]([N:30]1[CH2:29][CH2:28][N:27]([C:24]2[N:23]=[CH:22][C:21]([C:17]3[CH:16]=[C:15]([CH:20]=[CH:19][CH:18]=3)[CH2:14][N:2]([CH3:1])[C:3](=[O:13])[CH2:4][NH2:5])=[CH:26][N:25]=2)[CH2:32][CH2:31]1)=[O:33] |f:2.3,7.8|. Procedure details: tert-Butyl (2-{methyl[3-(2-piperazin-1-ylpyrimidin-5-yl)benzyl]amino}-2-oxoethyl)carbamate (250 mg) was dissolved in dichloroethane (3 ml), and 3-hydroxy-2,2-dimethylpropionic acid (74 mg), WSC hydrochloride (131 mg), and HOBt (92 mg) were added thereto, followed by stirring at 60° C. for 6 hours. To the reaction mixture was added water, followed by extraction with CHCl3. After drying over Na2SO4, the solvent was concentrated under reduced pressure. The obtained residue was purified by silica ge... Reactants: C#CC(=O)OCC=C(C)C, [Li]CCCC, COc1cc(C=O)cc(OC)c1OC, [Cl-], [NH4+], C1CCOC1. Product: COc1cc(C(O)C#CC(=O)OCC=C(C)C)cc(OC)c1OC. Reaction SMILES: [C:1]([C:2]#[CH:3])(=[O:4])[O:5][CH2:6][CH:7]=[C:8]([CH3:9])[CH3:10].[CH2:11]([Li:12])[CH2:13][CH2:14][CH3:15].[CH3:16][O:17][c:18]1[cH:19][c:20]([CH:21]=[O:22])[cH:23][c:24]([O:28][CH3:29])[c:25]1[O:26][CH3:27].[Cl-:30].[NH4+:31].[O:32]1[CH2:33][CH2:34][CH2:35][CH2:36]1>>[C:1]([C:2]#[C:3][CH:21]([c:20]1[cH:19][c:18]([O:17][CH3:16])[c:25]([O:26][CH3:27])[c:24]([O:28][CH3:29])[cH:23]1)[OH:22])(=[O:4])[O:5][CH2:6][CH:7]=[C:8]([CH3:9])[CH3:10]. The reactants are C1CCOC1, [Li]CCCC, CCOC(C)=O, CN(C)P(=O)(N(C)C)N(C)C, CC(C)NC(C)C, CC(C)I, CC12CCOC(C)(C)N1C(=O)C2. The product is CC(C)C1C(=O)N2C(C)(C)OCCC12C. Reaction SMILES: [CH2:46]1[O:47][CH2:48][CH2:49][CH2:50]1.[CH2:8]([Li:9])[CH2:10][CH2:11][CH3:12].[CH3:29][CH2:30][O:31][C:32]([CH3:33])=[O:34].[CH3:35][N:36]([P:37]([N:38]([CH3:39])[CH3:40])([N:41]([CH3:42])[CH3:43])=[O:44])[CH3:45].[CH:1]([CH3:2])([CH3:3])[NH:4][CH:5]([CH3:6])[CH3:7].[CH:25]([I:26])([CH3:27])[CH3:28].[O:13]=[C:14]1[CH2:15][C:16]2([CH3:24])[CH2:17][CH2:18][O:19][C:20]([CH3:22])([CH3:23])[N:21]12>>[CH:1]([CH3:2])([CH3:3])[CH:15]1[C:14](=[O:13])[N:21]2[C:16]1([CH3:24])[CH2:17][CH2:18][O:19][C:20]2([CH3:22])[CH3:23]. The reactants are BrC1=CC2=C(C=3N=C(SC3CCO2)C=2N(N=C(N2)C)C(C)C)C=C1 (8-Bromo-2-(2-isopropyl-5-methyl-2H-[1,2,4]triazol-3-yl)-4,5-dihydro-6-oxa-3-thia-1-aza-benzo[e]azulene), [NH4+].[Cl-] (NH4Cl), C(Cl)Cl (methylene chloride), [I-].C(C)(C)(C)OC(=O)N1CC(C1)[Zn+] ((1-(Tert-butoxycarbonyl)azetidin-3-yl)zinc(II) iodide), ClCCl (dichloromethane). The reagents and catalysts are C1=CC=C(C=C1)P([C-]2C=CC=C2)C3=CC=CC=C3.C1=CC=C(C=C1)P([C-]2C=CC=C2)C3=CC=CC=C3.Cl[Pd]Cl.[Fe+2] ([1,1′-Bis(diphenylphosphino)ferrocene]dichloropalladium(II)), [Cu]I (copper(I) iodide). Run in CN(C(C)=O)C (N,N-dimethylacetamide). Run at temperature 80 celsius. Product: C(C)(C)(C)OC(=O)N1CC(C1)C1=CC2=C(C=3N=C(SC3CCO2)C=2N(N=C(N2)C)C(C)C)C=C1 (3-[2-(2-Isopropyl-5-methyl-2H-[1,2,4]triazol-3-yl)-4,5-dihydro-6-oxa-3-thia-1-aza-benzo[e]azulen-8-yl]-azetidine-1-carboxylic acid tert-butyl ester). Isolated yield 69.2%. Reaction SMILES: Br[C:2]1[CH:24]=[CH:23][C:5]2[C:6]3[N:7]=[C:8]([C:14]4[N:15]([CH:20]([CH3:22])[CH3:21])[N:16]=[C:17]([CH3:19])[N:18]=4)[S:9][C:10]=3[CH2:11][CH2:12][O:13][C:4]=2[CH:3]=1.ClCCl.[I-].[C:29]([O:33][C:34]([N:36]1[CH2:39][CH:38]([Zn+])[CH2:37]1)=[O:35])([CH3:32])([CH3:31])[CH3:30].[NH4+].[Cl-]>CN(C)C(=O)C.C1C=CC(P(C2C=CC=CC=2)[C-]2C=CC=C2)=CC=1.C1C=CC(P(C2C=CC=CC=2)[C-]2C=CC=C2)=CC=1.Cl[Pd]Cl.[Fe+2].[Cu]I>[C:29]([O:33][C:34]([N:36]1[CH2:39][CH:38]([C:2]2[CH:24]=[CH:23][C:5]3[C:6]4[N:7]=[C:8]([C:14]5[N:15]([CH:20]([CH3:22])[CH3:21])[N:16]=[C:17]([CH3:19])[N:18]=5)[S:9][C:10]=4[CH2:11][CH2:12][O:13][C:4]=3[CH:3]=2)[CH2:37]1)=[O:35])([CH3:32])([CH3:30])[CH3:31] |f:2.3,4.5,7.8.9.10|. Procedure details: 8-Bromo-2-(2-isopropyl-5-methyl-2H-[1,2,4]triazol-3-yl)-4,5-dihydro-6-oxa-3-thia-1-aza-benzo[e]azulene (5.000 g, 0.01234 mol) was dissolved in N,N-dimethylacetamide (35 mL) and the solution was degassed for 5 minutes. [1,1′-Bis(diphenylphosphino)ferrocene]dichloropalladium(II), complex with dichloromethane (1:1) (0.5037 g, 0.0006168 mol) and copper(I) iodide (0.2349 g, 0.001234 mol) were added and the reaction was further purged with N2. (1-(Tert-butoxycarbonyl)azetidin-3-yl)zinc(II) iodide (0.0... Reactants: 22.6, ClC1=C(C=C(C=C1)C(F)(F)F)[N+](=O)[O-] (4-chloro-3-nitrobenzotrifluoride), [F-].[K+] (potassium fluoride). The reagents and catalysts are [Br-].C[N+](C)(C)C (tetramethylammonium bromide). Run at temperature 165 celsius. Yields the product 161, FC1=C(C=C(C=C1)C(F)(F)F)[N+](=O)[O-] (4-fluoro-3-nitrobenzotrifluoride). Reaction SMILES: Cl[C:2]1[CH:7]=[CH:6][C:5]([C:8]([F:11])([F:10])[F:9])=[CH:4][C:3]=1[N+:12]([O-:14])=[O:13].[F-:15].[K+]>[Br-].C[N+](C)(C)C>[F:15][C:2]1[CH:7]=[CH:6][C:5]([C:8]([F:11])([F:10])[F:9])=[CH:4][C:3]=1[N+:12]([O-:14])=[O:13] |f:1.2,3.4|. Reported procedure: A mixture of 22.6 parts of 4-chloro-3-nitrobenzotrifluoride, 9.3 parts of potassium fluoride, and 1.4 parts of tetramethylammonium bromide catalyst was heated and maintained at about 165.0° C. for about 9 hours. The reaction mixture was then cooled to room temperature and filtered. The filtrate was distilled under reduced pressure to yield 161 parts of 4-fluoro-3-nitrobenzotrifluoride. Reactants: CS(=O)(=O)Cl, N#Cc1ccnc(N)c1, c1ccncc1. Product: CS(=O)(=O)Nc1cc(C#N)ccn1. RXN SMILES: [CH3:10][S:11]([Cl:12])(=[O:13])=[O:14].[NH2:1][c:2]1[cH:3][c:4]([C:5]#[N:6])[cH:7][cH:8][n:9]1.[cH:15]1[cH:16][cH:17][n:18][cH:19][cH:20]1>>[NH:1]([c:2]1[cH:3][c:4]([C:5]#[N:6])[cH:7][cH:8][n:9]1)[S:11]([CH3:10])(=[O:13])=[O:14].